From a dataset of the Open Reaction Database (ORD), a public repository of structured organic reaction records. describe an organic reaction: reactants, conditions, products, and yield Reactants: CN, COCCOC, Nc1nc(OS(=O)(=O)C(F)(F)F)c([N+](=O)[O-])c(-c2ccco2)n1. The product is CNc1nc(N)nc(-c2ccco2)c1[N+](=O)[O-]. As a reaction SMILES: [CH3:24][NH2:25].[CH3:26][O:27][CH2:28][CH2:29][O:30][CH3:31].[NH2:1][c:2]1[n:3][c:4](-[c:19]2[o:20][cH:21][cH:22][cH:23]2)[c:5]([N+:16](=[O:17])[O-:18])[c:6]([O:8][S:9]([C:10]([F:11])([F:12])[F:13])(=[O:14])=[O:15])[n:7]1>>[NH2:1][c:2]1[n:3][c:4](-[c:19]2[o:20][cH:21][cH:22][cH:23]2)[c:5]([N+:16](=[O:17])[O-:18])[c:6]([NH:25][CH3:24])[n:7]1.